Dataset: the Open Reaction Database (ORD), a public repository of structured organic reaction records. Task: describe an organic reaction: reactants, conditions, products, and yield Reactants: OC(C[C@@]1(CCN(C(O1)=O)[C@@H](C)C1=CC=C(C=C1)C#CC1(CNC1)O)C1=CC=CC=C1)(C)C ((S)-6-(2-hydroxy-2-methylpropyl)-3-((S)-1-(4-((3-hydroxyazetidin-3-yl)ethynyl)phenyl)ethyl)-6-phenyl-1,3-oxazinan-2-one), ClC(=O)OC (methyl chloroformate). The product is OC1(CN(C1)C(=O)OC)C#CC1=CC=C(C=C1)[C@H](C)N1C(O[C@](CC1)(C1=CC=CC=C1)CC(C)(C)O)=O (Methyl 3-hydroxy-3-((4-((S)-1-((S)-6-(2-hydroxy-2-methylpropyl)-2-oxo-6-phenyl-1,3-oxazinan-3-yl)ethyl)phenyl)ethynyl)azetidine-1-carboxylate). RXN SMILES: [OH:1][C:2]([CH3:33])([CH3:32])[CH2:3][C@@:4]1([C:26]2[CH:31]=[CH:30][CH:29]=[CH:28][CH:27]=2)[O:9][C:8](=[O:10])[N:7]([C@H:11]([C:13]2[CH:18]=[CH:17][C:16]([C:19]#[C:20][C:21]3([OH:25])[CH2:24][NH:23][CH2:22]3)=[CH:15][CH:14]=2)[CH3:12])[CH2:6][CH2:5]1.Cl[C:35]([O:37][CH3:38])=[O:36]>>[OH:25][C:21]1([C:20]#[C:19][C:16]2[CH:15]=[CH:14][C:13]([C@@H:11]([N:7]3[CH2:6][CH2:5][C@:4]([CH2:3][C:2]([OH:1])([CH3:32])[CH3:33])([C:26]4[CH:31]=[CH:30][CH:29]=[CH:28][CH:27]=4)[O:9][C:8]3=[O:10])[CH3:12])=[CH:18][CH:17]=2)[CH2:24][N:23]([C:35]([O:37][CH3:38])=[O:36])[CH2:22]1. Reported procedure: The title compound was prepared from (S)-6-(2-hydroxy-2-methylpropyl)-3-((S)-1-(4-((3-hydroxyazetidin-3-yl)ethynyl)phenyl)ethyl)-6-phenyl-1,3-oxazinan-2-one and methyl chloroformate following a procedure analogous to that described in Example 14. LC-MS Method 1 tR=1.43 min, m/z=507, 449; 1H NMR (CDCl3) 1.12 (s, 3H), 1.19 (s, 3H), 1.52 (d, 3H), 2.10-2.45 (5H), 2.83 (m, 1H), 3.69 (s, 3H), 4.15 (d, 2H), 4.33 (d, 2H), 5.66 (q, 1H), 6.87 (d, 2H), 7.17 (d, 2H), 7.30-7.40 (5H).